From a dataset of the Open Reaction Database (ORD), a public repository of structured organic reaction records. describe an organic reaction: reactants, conditions, products, and yield Starting materials: CC(CC(=O)O)(CCC=C)O (3-methyl-3-hydroxy-hept-6-enoic acid), C(C)(=O)OC(C)=O (acetic anhydride), C(C)(=O)[O-].[K+] (potassium acetate). Yields the product CC=1C2C(CC2CC1)=O (2-methyl-bicyclo[3.2.0]hept-2-en-7-one). RXN SMILES: [CH3:1][C:2](O)([CH2:7][CH2:8][CH:9]=[CH2:10])[CH2:3][C:4](O)=[O:5].C(OC(=O)C)(=O)C.C([O-])(=O)C.[K+]>>[CH3:10][C:9]1[CH:3]2[CH:2]([CH2:7][CH:8]=1)[CH2:1][C:4]2=[O:5] |f:2.3|. Procedure details: 2.07 g (0.013 moles) of 3-methyl-3-hydroxy-hept-6-enoic acid, 15 ml of acetic anhydride and 3 g of potassium acetate are charged into a 50 ml flask equipped with a reflux condenser fitted with a CaCl2 tube. Reactants: CN1C=C(C=C(C1=O)NC1=NN2C(CN(CC2)C)=C1)C1=C(C=O)C(=CN=C1)N1C(C=2N(C=3CCCCC3C2)CC1)=O (3-(1-Methyl-5-(5-methyl-4,5,6,7-tetrahydropyrazolo[1,5-a]pyrazin-2-ylamino)-6-oxo-1,6-dihydropyridin-3-yl)-5-(1-oxo-3,4,6,7,8,9-hexahydropyrazino[1,2-a]indol-2(1H)-yl)isonicotinaldehyde), [BH4-].[Na+] (NaBH4). Solvent: CO (MeOH). Reaction conditions: time 2 hour. Yields the product OCC1=C(C=NC=C1C1=CN(C(C(=C1)NC1=NN2C(CN(CC2)C)=C1)=O)C)N1C(C=2N(C=3CCCCC3C2)CC1)=O (2-(4-(Hydroxymethyl)-5-(1-methyl-5-(5-methyl-4,5,6,7-tetrahydropyrazolo[1,5-a]pyrazin-2-ylamino)-6-oxo-1,6-dihydropyridin-3-yl)pyridin-3-yl)-3,4,6,7,8,9-hexahydropyrazino[1,2-a]indol-1(2H)-one). Yield: 81.1%. Reaction SMILES: [CH3:1][N:2]1[C:7](=[O:8])[C:6]([NH:9][C:10]2[CH:19]=[C:13]3[CH2:14][N:15]([CH3:18])[CH2:16][CH2:17][N:12]3[N:11]=2)=[CH:5][C:4]([C:20]2[CH:27]=[N:26][CH:25]=[C:24]([N:28]3[CH2:40][CH2:39][N:31]4[C:32]5[CH2:33][CH2:34][CH2:35][CH2:36][C:37]=5[CH:38]=[C:30]4[C:29]3=[O:41])[C:21]=2[CH:22]=[O:23])=[CH:3]1.[BH4-].[Na+]>CO>[OH:23][CH2:22][C:21]1[C:20]([C:4]2[CH:5]=[C:6]([NH:9][C:10]3[CH:19]=[C:13]4[CH2:14][N:15]([CH3:18])[CH2:16][CH2:17][N:12]4[N:11]=3)[C:7](=[O:8])[N:2]([CH3:1])[CH:3]=2)=[CH:27][N:26]=[CH:25][C:24]=1[N:28]1[CH2:40][CH2:39][N:31]2[C:32]3[CH2:33][CH2:34][CH2:35][CH2:36][C:37]=3[CH:38]=[C:30]2[C:29]1=[O:41] |f:1.2|. Reported procedure: A mixture of 138a (200 mg, 0.36 mmol) and NaBH4 (50 mg, 1.2 mmol) in MeOH (60 mL) was stirred at room temperature for 2 h. The mixture was quenched with water and extracted with EtOAc (10 mL×3). The combined EtOAc extract was concentrated under reduced pressure and the residue was purified with reverse-phase prep-HPLC to afford 138 (162 mg, 85%). LCMS: [M+H]+ : 555.3. 1H NMR (500 MHz, CDCl3) δ 8.64 (s, 1H), 8.49 (s, 1H), 7.97 (d, J=2.5, 1H), 7.42 (s, 1H), 7.33 (d, J=2, 1H), 6.88 (s, 1H), 5.68 (s... Starting materials: CSCON=C(C(=O)NC1[C@@H]2N(C(=C(CS2)CSC=2SC=NN2)C(=O)O)C1=O)C=1N=C(SC1)NC=O (7-[2-methylthiomethoxyimino-2-(2-formamidothiazol-4-yl)acetamido]-3-(1,3,4-thiadiazol-2-yl)thiomethyl-3-cephem-4-carboxylic acid), Cl (hydrochloric acid), CO (methanol). The solvent is O1CCCC1 (tetrahydrofuran). Reaction conditions: time 10 minute. The product is CSCON=C(C(=O)NC1[C@@H]2N(C(=C(CS2)CSC=2SC=NN2)C(=O)O)C1=O)C=1N=C(SC1)N (7-[2-methylthiomethoxyimino-2-(2-aminothiazol-4-yl)acetamido]-3-(1,3,4-thiadiazol-2-yl)thiomethyl-3-cephem-4-carboxylic acid). The yield is 72.4%. As a reaction SMILES: [CH3:1][S:2][CH2:3][O:4][N:5]=[C:6]([C:29]1[N:30]=[C:31]([NH:34]C=O)[S:32][CH:33]=1)[C:7]([NH:9][CH:10]1[C:27](=[O:28])[N:12]2[C:13]([C:24]([OH:26])=[O:25])=[C:14]([CH2:17][S:18][C:19]3[S:20][CH:21]=[N:22][N:23]=3)[CH2:15][S:16][C@H:11]12)=[O:8].Cl.CO>O1CCCC1>[CH3:1][S:2][CH2:3][O:4][N:5]=[C:6]([C:29]1[N:30]=[C:31]([NH2:34])[S:32][CH:33]=1)[C:7]([NH:9][CH:10]1[C:27](=[O:28])[N:12]2[C:13]([C:24]([OH:26])=[O:25])=[C:14]([CH2:17][S:18][C:19]3[S:20][CH:21]=[N:22][N:23]=3)[CH2:15][S:16][C@H:11]12)=[O:8]. Reported procedure: A mixture of 7-[2-methylthiomethoxyimino-2-(2-formamidothiazol-4-yl)acetamido]-3-(1,3,4-thiadiazol-2-yl)thiomethyl-3-cephem-4-carboxylic acid (syn isomer) (0.58 g.), conc. hydrochloric acid (0.405 g.), methanol (8.7 ml.) and tetrahydrofuran (5 ml.) was stirred for 2 hours and 10 minutes at ambient temperature. The solvent was distilled off under reduced pressure and the residue was dissolved in a 10% aqueous solution of sodium hydroxide (pH 7~8.5). An insoluble material was filtered off and the ...